This data is from the Open Reaction Database (ORD), a public repository of structured organic reaction records. The task is: describe an organic reaction: reactants, conditions, products, and yield Starting materials: CCC(=O)Cl, [Li]CCCC, CCCCCC, COCn1ccc2cc(OC)ccc21, CCOC(C)=O, [Na+], C1CCOC1, O=C([O-])O. Yields the product CCC(=O)c1cc2cc(OC)ccc2n1COC. RXN SMILES: [C:26]([CH2:27][CH3:28])(=[O:29])[Cl:30].[CH2:21]([Li:22])[CH2:23][CH2:24][CH3:25].[CH3:15][CH2:16][CH2:17][CH2:18][CH2:19][CH3:20].[CH3:1][O:2][c:3]1[cH:4][c:5]2[cH:6][cH:7][n:8]([CH2:12][O:13][CH3:14])[c:9]2[cH:10][cH:11]1.[CH3:41][CH2:42][O:43][C:44](=[O:45])[CH3:46].[Na+:31].[O:36]1[CH2:37][CH2:38][CH2:39][CH2:40]1.[OH:32][C:33](=[O:34])[O-:35]>>[CH3:1][O:2][c:3]1[cH:4][c:5]2[cH:6][c:7]([C:26]([CH2:27][CH3:28])=[O:29])[n:8]([CH2:12][O:13][CH3:14])[c:9]2[cH:10][cH:11]1. The reactants are 3.2, ClC1=C(C(=CC=C1)Cl)NC1=C(N=C2N1C=CC=N2)C2=C(C(=O)NNC(=O)OC(C)(C)C)C=C(C=C2OC)OC (tert-butyl N′-{2-[3-(2,6-dichlorophenylamino)imidazo[1,2-a]-pyrimidin-2-yl]-3,5-dimethoxybenzoyl}hydrazinecarboxylate). Run in Cl (HCl), O1CCOCC1 (dioxane). Yields the product ClC1=C(C(=CC=C1)Cl)NC1=C(N=C2N1C=CC=N2)C2=C(C(=O)NN)C=C(C=C2OC)OC (2-[3-(2,6-dichlorophenylamino)imidazo-[1,2-a]pyrimidin-2-yl]-3,5-dimethoxybenzohydrazide). Yield: 84.0%. As a reaction SMILES: [Cl:1][C:2]1[CH:7]=[CH:6][CH:5]=[C:4]([Cl:8])[C:3]=1[NH:9][C:10]1[N:14]2[CH:15]=[CH:16][CH:17]=[N:18][C:13]2=[N:12][C:11]=1[C:19]1[C:35]([O:36][CH3:37])=[CH:34][C:33]([O:38][CH3:39])=[CH:32][C:20]=1[C:21]([NH:23][NH:24]C(OC(C)(C)C)=O)=[O:22]>Cl.O1CCOCC1>[Cl:8][C:4]1[CH:5]=[CH:6][CH:7]=[C:2]([Cl:1])[C:3]=1[NH:9][C:10]1[N:14]2[CH:15]=[CH:16][CH:17]=[N:18][C:13]2=[N:12][C:11]=1[C:19]1[C:35]([O:36][CH3:37])=[CH:34][C:33]([O:38][CH3:39])=[CH:32][C:20]=1[C:21]([NH:23][NH2:24])=[O:22]. Procedure: 3.2 120 mg of tert-butyl N′-{2-[3-(2,6-dichlorophenylamino)imidazo[1,2-a]-pyrimidin-2-yl]-3,5-dimethoxybenzoyl}hydrazinecarboxylate are stirred at RT for 1 hour in 3 ml of 4 N HCl in dioxane. The reaction mixture is evaporated, the residue is triturated with a little ethyl acetate and filtered off with suction, giving 90 mg (84%) of 2-[3-(2,6-dichlorophenylamino)imidazo-[1,2-a]pyrimidin-2-yl]-3,5-dimethoxybenzohydrazide as hydrochloride; MS-FAB (M+H+)=474.3; Rf (polar method): 1.33 min. Starting materials: FC1=C(C=CC=C1)C1=NC(C(N(C2=C1C=C(C=C2)[N+](=O)[O-])C)=O)(C)C (5-(o-fluorphenyl)-1,3-dihydro-1,3,3-trimethyl-7-nitro-2H-1,4-benzodiazepin-2-one), NC(C(=O)NC1=C(C=C(C=C1)[N+](=O)[O-])C(C1=C(C=CC=C1)Cl)=O)(C)C (2-amino-2'-(o-chlorobenzoyl)-2-methyl-4'-nitro-propionanilide), ether petroleum ether. The product is NC1=C(C(=O)C2=C(C=CC=C2)Cl)C=C(C=C1)[N+](=O)[O-] (2-amino-5-nitro-2'-chlorobenzophenone). As a reaction SMILES: FC1C=CC=CC=1C1C2C=C([N+]([O-])=O)C=CC=2N(C)C(=O)C(C)(C)N=1.NC(C)(C)C([NH:30][C:31]1[CH:36]=[CH:35][C:34]([N+:37]([O-:39])=[O:38])=[CH:33][C:32]=1[C:40](=[O:48])[C:41]1[CH:46]=[CH:45][CH:44]=[CH:43][C:42]=1[Cl:47])=O>>[NH2:30][C:31]1[CH:36]=[CH:35][C:34]([N+:37]([O-:39])=[O:38])=[CH:33][C:32]=1[C:40]([C:41]1[CH:46]=[CH:45][CH:44]=[CH:43][C:42]=1[Cl:47])=[O:48]. Procedure: From 70 g (0.25 mol) of 2-amino-5-nitro-2'-chlorobenzophenone there is obtained, in analogy to the details in paragraph (a) of Example 1, 2-amino-2'-(o-chlorobenzoyl)-2-methyl-4'-nitro-propionanilide of melting point 138°-139° (ether/petroleum ether). Reactants: O=C([O-])O, CCCCCCCCOc1ccc(Br)cc1, CCOCC, Clc1ccc(COC2CCCCO2)cn1, [Mg], [Na+], C1CCOC1. RXN SMILES: [C:33](=[O:34])([O-:35])[OH:36].[CH2:2]([CH2:3][CH2:4][CH2:5][CH2:6][CH2:7][CH2:8][CH3:9])[O:10][c:11]1[cH:12][cH:13][c:14]([Br:17])[cH:15][cH:16]1.[CH3:38][CH2:39][O:40][CH2:41][CH3:42].[Cl:18][c:19]1[n:20][cH:21][c:22]([CH2:25][O:26][CH:27]2[O:28][CH2:29][CH2:30][CH2:31][CH2:32]2)[cH:23][cH:24]1.[Mg:1].[Na+:37].[O:43]1[CH2:44][CH2:45][CH2:46][CH2:47]1>>[CH2:2]([CH2:3][CH2:4][CH2:5][CH2:6][CH2:7][CH2:8][CH3:9])[O:10][c:11]1[cH:12][cH:13][c:14](-[c:19]2[n:20][cH:21][c:22]([CH2:25][O:26][CH:27]3[O:28][CH2:29][CH2:30][CH2:31][CH2:32]3)[cH:23][cH:24]2)[cH:15][cH:16]1. Product: CCCCCCCCOc1ccc(-c2ccc(COC3CCCCO3)cn2)cc1.